From a dataset of the Open Reaction Database (ORD), a public repository of structured organic reaction records. describe an organic reaction: reactants, conditions, products, and yield Reactants: C(C=C)(=O)OCC (ethyl acrylate), N1=CC=C(C=C1)CCCNC (N-[3-(pyrid-4-yl)propyl]-N-methyl-amine). Solvent: C(C)OCC (diethyl ether). Reaction conditions: time 8 hour. Yields the product N1=CC=C(C=C1)CCCN(C)CCC(=O)OCC (Ethyl 3-{N-[3-(pyrid-4-yl)propyl]-N-methyl-amino}-propionate). Reaction SMILES: [C:1]([O:5][CH2:6][CH3:7])(=[O:4])[CH:2]=[CH2:3].[N:8]1[CH:13]=[CH:12][C:11]([CH2:14][CH2:15][CH2:16][NH:17][CH3:18])=[CH:10][CH:9]=1>C(OCC)C>[N:8]1[CH:13]=[CH:12][C:11]([CH2:14][CH2:15][CH2:16][N:17]([CH2:3][CH2:2][C:1]([O:5][CH2:6][CH3:7])=[O:4])[CH3:18])=[CH:10][CH:9]=1. Procedure: 15.1 g of ethyl acrylate are added portionwise to a solution of 22.5 g (0,15 Mol) of N-[3-(pyrid-4-yl)propyl]-N-methyl-amine in 50 ml of diethyl ether. The clear solution formed is allowed to stand overnight. The solvent is evaporated off. Ethyl 3-{N-[3-(pyrid-4-yl)propyl]-N-methyl-amino}-propionate is thus obtained as an oil.